Dataset: the Open Reaction Database (ORD), a public repository of structured organic reaction records. Task: describe an organic reaction: reactants, conditions, products, and yield The reactants are COC(=O)C1=C(C2=C(N=CN=C2NC2=C(C=C(C=C2)F)O[C@@H]2CNCCC2)S1)C (4-[4-fluoro-2-((S)-piperidin-3-yloxy)-phenylamino]-5-methyl-thieno[2,3-d]pyrimidine-6-carboxylic acid methyl ester), CCN(C(C)C)C(C)C (DIPEA), CS(=O)(=O)Cl (methanesulfonyl chloride). Run in ClCCl (dichloromethane). Conditions: time 2 hour. Yields the product COC(=O)C1=C(C2=C(N=CN=C2NC2=C(C=C(C=C2)F)O[C@@H]2CN(CCC2)S(=O)(=O)C)S1)C (4-[4-Fluoro-2-((S)-1-methanesulfonyl-piperidin-3-yloxy)-phenylamino]-5-methyl-thieno[2,3-d]pyrimidine-6-carboxylic acid methyl ester). As a reaction SMILES: [CH3:1][O:2][C:3]([C:5]1[S:28][C:8]2[N:9]=[CH:10][N:11]=[C:12]([NH:13][C:14]3[CH:19]=[CH:18][C:17]([F:20])=[CH:16][C:15]=3[O:21][C@H:22]3[CH2:27][CH2:26][CH2:25][NH:24][CH2:23]3)[C:7]=2[C:6]=1[CH3:29])=[O:4].CCN(C(C)C)C(C)C.[CH3:39][S:40](Cl)(=[O:42])=[O:41]>ClCCl>[CH3:1][O:2][C:3]([C:5]1[S:28][C:8]2[N:9]=[CH:10][N:11]=[C:12]([NH:13][C:14]3[CH:19]=[CH:18][C:17]([F:20])=[CH:16][C:15]=3[O:21][C@H:22]3[CH2:27][CH2:26][CH2:25][N:24]([S:40]([CH3:39])(=[O:42])=[O:41])[CH2:23]3)[C:7]=2[C:6]=1[CH3:29])=[O:4]. Reported procedure: To a solution of 4-[4-fluoro-2-((S)-piperidin-3-yloxy)-phenylamino]-5-methyl-thieno[2,3-d]pyrimidine-6-carboxylic acid methyl ester (110 mg) in dichloromethane (3 ml) at 0° C. was added DIPEA (55 μl) followed by methanesulfonyl chloride (25 μl) and the reaction was allowed to warm to room temperature and stirred for 2 h. Run in CO (methanol). The yield is 21.2%. The reactants are [OH-].[Na+] (NaOH), C1(CC1)NC(C1=CC(=C(C(=C1)C=1C=C2C(=CN(C(C2=CC1)=O)CC(CO)(C)C)S(=O)(=O)N1C[C@H]2N(CC1)C(OC2)=O)C)F)=O (N-cyclopropyl-3-fluoro-5-[2-(3-hydroxy-2,2-dimethylpropyl)-1-oxo-4-{[(8aR)-3-oxotetrahydro[1,3]oxazolo[3,4-a]pyrazin-7(1H)-yl]sulfonyl}-1,2-dihydroisoquinolin-6-yl]-4-methylbenzamide), C(C)(=O)O (acetic acid). Reaction conditions: temperature 90 celsius, time 45 minute. Procedure: 2 N aqueous NaOH solution (2 mL) was added to a solution of N-cyclopropyl-3-fluoro-5-[2-(3-hydroxy-2,2-dimethylpropyl)-1-oxo-4-{[(8aR)-3-oxotetrahydro[1,3]oxazolo[3,4-a]pyrazin-7(1H)-yl]sulfonyl}-1,2-dihydroisoquinolin-6-yl]-4-methylbenzamide (Example 49d, 0.291 g) in methanol (2 mL) and the mixture stirred at 90° C. for 45 min. The reaction was neutralised with acetic acid and the volatiles removed under reduced pressure before partitioning between water and DCM. The organic layer was separated... As a reaction SMILES: [OH-].[Na+].[CH:3]1([NH:6][C:7](=[O:46])[C:8]2[CH:13]=[C:12]([C:14]3[CH:15]=[C:16]4[C:21](=[CH:22][CH:23]=3)[C:20](=[O:24])[N:19]([CH2:25][C:26]([CH3:30])([CH3:29])[CH2:27][OH:28])[CH:18]=[C:17]4[S:31]([N:34]3[CH2:39][CH2:38][N:37]4C(=O)[O:41][CH2:42][C@H:36]4[CH2:35]3)(=[O:33])=[O:32])[C:11]([CH3:44])=[C:10]([F:45])[CH:9]=2)[CH2:5][CH2:4]1.C(O)(=O)C>CO>[CH:3]1([NH:6][C:7](=[O:46])[C:8]2[CH:13]=[C:12]([C:14]3[CH:15]=[C:16]4[C:21](=[CH:22][CH:23]=3)[C:20](=[O:24])[N:19]([CH2:25][C:26]([CH3:30])([CH3:29])[CH2:27][OH:28])[CH:18]=[C:17]4[S:31]([N:34]3[CH2:39][CH2:38][NH:37][C@@H:36]([CH2:42][OH:41])[CH2:35]3)(=[O:33])=[O:32])[C:11]([CH3:44])=[C:10]([F:45])[CH:9]=2)[CH2:4][CH2:5]1 |f:0.1|. Yields the product C1(CC1)NC(C1=CC(=C(C(=C1)C=1C=C2C(=CN(C(C2=CC1)=O)CC(CO)(C)C)S(=O)(=O)N1C[C@@H](NCC1)CO)C)F)=O (N-Cyclopropyl-3-fluoro-5-[2-(3-hydroxy-2,2-dimethylpropyl)-4-{[(3R)-3-(hydroxymethyl)piperazin-1-yl]sulfonyl}-1-oxo-1,2-dihydroisoquinolin-6-yl]-4-methylbenzamide). The reactants are ClC=1C(=NC(=CC1)Cl)C(=O)O (3,6-dichloro-2-pyridinecarboxylic acid), SC1=NNC=N1 (3-mercapto-1,2,4-triazole), NC=1SC=CN1 (2-amino-thiazole), C1(CC1)C1=CC=C(C=N1)S (6-cyclopropyl-3-mercapto-pyridine). Yields the product C1(CC1)C1=CC=C(C=N1)SC=1C(=NC(=CC1)SC1=NN=CN1)C(=O)NC=1SC=CN1 (3-(6-cyclopropyl-pyridine-3-ylsulfanyl)-6-(4H-[1,2,4]triazole-3-ylsulfanyl)-N-(thiazole-2-yl)-2-pyridine carboxamide). Reaction SMILES: Cl[C:2]1[C:3]([C:9]([OH:11])=O)=[N:4][C:5](Cl)=[CH:6][CH:7]=1.[NH2:12][C:13]1[S:14][CH:15]=[CH:16][N:17]=1.[CH:18]1([C:21]2[N:26]=[CH:25][C:24]([SH:27])=[CH:23][CH:22]=2)[CH2:20][CH2:19]1.[SH:28][C:29]1[N:33]=[CH:32][NH:31][N:30]=1>>[CH:18]1([C:21]2[N:26]=[CH:25][C:24]([S:27][C:2]3[C:3]([C:9]([NH:12][C:13]4[S:14][CH:15]=[CH:16][N:17]=4)=[O:11])=[N:4][C:5]([S:28][C:29]4[NH:33][CH:32]=[N:31][N:30]=4)=[CH:6][CH:7]=3)=[CH:23][CH:22]=2)[CH2:20][CH2:19]1. Procedure details: Compound of Production Example 110 can be produced by the same method as Production Example 1, by a method according thereto, or by a combination of these and ordinary methods, with the use of 3,6-dichloro-2-pyridinecarboxylic acid, 2-amino-thiazole, 6-cyclopropyl-3-mercapto-pyridine and 3-mercapto-1,2,4-triazole. 1HNMR(CDCl3)δ:0.70-1.38(4H,m),1.98-2.18(1H,m),6.96-7.08(2H,m),7.46(1H,d,J=3.2 Hz),7.70(1H,dd,J=2.0, 8.4 Hz),8.36(1H,s),8.56 (1H,d,J=2.0 Hz) Reaction SMILES: [C:32]([O:33][BH-:34]([O:35][C:36](=[O:37])[CH3:38])[O:39][C:40](=[O:41])[CH3:42])(=[O:43])[CH3:44].[CH3:1][n:2]1[c:3](=[O:19])[o:4][c:5]2[c:6]1[cH:7][c:8](-[c:11]1[cH:12][c:13]([CH:17]=[O:18])[cH:14][n:15][cH:16]1)[cH:9][cH:10]2.[CH3:28][C:29](=[O:30])[OH:31].[Cl:46][CH2:47][Cl:48].[NH2:20][CH2:21][c:22]1[cH:23][cH:24][cH:25][cH:26][cH:27]1.[Na+:45]>>[CH3:1][n:2]1[c:3](=[O:19])[o:4][c:5]2[c:6]1[cH:7][c:8](-[c:11]1[cH:12][c:13]([CH2:17][NH:20][CH2:21][c:22]3[cH:23][cH:24][cH:25][cH:26][cH:27]3)[cH:14][n:15][cH:16]1)[cH:9][cH:10]2. Starting materials: CC(=O)O[BH-](OC(C)=O)OC(C)=O, Cn1c(=O)oc2ccc(-c3cncc(C=O)c3)cc21, CC(=O)O, ClCCl, NCc1ccccc1, [Na+]. Yields the product Cn1c(=O)oc2ccc(-c3cncc(CNCc4ccccc4)c3)cc21. The reactants are C(C)OC(=O)N=S(=O)(C1=CC=CC=C1)C1=CC=C(C=C1)NC1=NC=C(C(=N1)N[C@@H](CO)C)C=1SC=CC1 ((RS)—N-(ethoxycarbonyl)-S-(4-{[4-{[(R)-2-hydroxy-1-methyl-ethyl]amino}-5-(2-thienyl)pyrimidine-2-yl]amino}phenyl)-S-phenylsulfoximide), CC[O-].[Na+] (sodium ethylate). The product is OC[C@@H](C)NC1=NC(=NC=C1C=1SC=CC1)NC1=CC=C(C=C1)S(=O)(=N)C1=CC=CC=C1 ((RS)—S-(4-{[4-{[(R)-2-hydroxy-1-methylethyl]amino}-5-(2-thienyl)pyrimidine-2-yl]amino}phenyl)-S-phenylsulfoximide). Yield: 40.0%. RXN SMILES: C(OC([N:6]=[S:7]([C:15]1[CH:20]=[CH:19][C:18]([NH:21][C:22]2[N:27]=[C:26]([NH:28][C@H:29]([CH3:32])[CH2:30][OH:31])[C:25]([C:33]3[S:34][CH:35]=[CH:36][CH:37]=3)=[CH:24][N:23]=2)=[CH:17][CH:16]=1)([C:9]1[CH:14]=[CH:13][CH:12]=[CH:11][CH:10]=1)=[O:8])=O)C.CC[O-].[Na+]>>[OH:31][CH2:30][C@H:29]([NH:28][C:26]1[C:25]([C:33]2[S:34][CH:35]=[CH:36][CH:37]=2)=[CH:24][N:23]=[C:22]([NH:21][C:18]2[CH:19]=[CH:20][C:15]([S:7]([C:9]3[CH:10]=[CH:11][CH:12]=[CH:13][CH:14]=3)(=[NH:6])=[O:8])=[CH:16][CH:17]=2)[N:27]=1)[CH3:32] |f:1.2|. Procedure details: In the reaction of (RS)—N-(ethoxycarbonyl)-S-(4-{[4-{[(R)-2-hydroxy-1-methyl-ethyl]amino}-5-(2-thienyl)pyrimidine-2-yl]amino}phenyl)-S-phenylsulfoximide with sodium ethylate according to procedure 14, the desired product is obtained in 40% yield after chromatographic purification (silica gel, dichloromethane/ethanol (0-10% ethanol)). The reactants are CN, CCO, ClC(Cl)Cl, [Cl-], O=C(O)c1cnc(Cl)c(Cl)c1. Product: CNC(=O)c1cnc(Cl)c(Cl)c1. As a reaction SMILES: [CH3:13][NH2:14].[CH3:19][CH2:20][OH:21].[CH:15]([Cl:16])([Cl:17])[Cl:18].[Cl-:1].[Cl:2][c:3]1[c:4]([Cl:12])[n:5][cH:6][c:7]([C:8](=[O:9])[OH:10])[cH:11]1>>[Cl:2][c:3]1[c:4]([Cl:12])[n:5][cH:6][c:7]([C:8](=[O:9])[NH:14][CH3:13])[cH:11]1.